Dataset: the Open Reaction Database (ORD), a public repository of structured organic reaction records. Task: describe an organic reaction: reactants, conditions, products, and yield Starting materials: FC1=C(C=CC(=C1)I)NC1=C(C(=O)O)C=CN=C1 (3-[(2-fluoro-4-iodophenyl)amino]isonicotinic acid), FC1=C(C=CC(=C1)I)NC1=C(C(=O)O)C=CN=C1 (3-[(2-fluoro-4-iodophenyl)amino]isonicotinic acid), ClCCCN (3-chloropropylamine). As a reaction SMILES: [F:1][C:2]1[CH:7]=[C:6]([I:8])[CH:5]=[CH:4][C:3]=1[NH:9][C:10]1[CH:18]=[N:17][CH:16]=[CH:15][C:11]=1[C:12]([OH:14])=O.[Cl:19][CH2:20][CH2:21][CH2:22][NH2:23]>>[Cl:19][CH2:20][CH2:21][CH2:22][NH:23][C:12](=[O:14])[C:11]1[CH:15]=[CH:16][N:17]=[CH:18][C:10]=1[NH:9][C:3]1[CH:4]=[CH:5][C:6]([I:8])=[CH:7][C:2]=1[F:1]. Reported procedure: N-(3-chloropropyl)-3-[(2-fluoro-4-iodophenyl)amino]isonicotinamide was synthesized according to the procedure for General Method 1, outlined above, starting with 1 mmol of 3-[(2-fluoro-4-iodophenyl)amino]isonicotinic acid (intermediate 1) and 1.3 mmol of 3-chloropropylamine. LC/MS [9.24 min; 434 (M+1)] Yields the product ClCCCNC(C1=C(C=NC=C1)NC1=C(C=C(C=C1)I)F)=O (N-(3-chloropropyl)-3-[(2-fluoro-4-iodophenyl)amino]isonicotinamide). Reaction SMILES: C([C:4]1SC(N2CCN(CC3C=CC(C(N4CCCCC4)=O)=CC=3)C2=O)=[N:6][C:5]=1C)(=O)C.[C:31]([C:34]1[S:38][C:37]([N:39]2[CH2:43][CH2:42][N:41]([CH2:44][C:45]3[CH:46]=[C:47]([CH:52]=[CH:53][CH:54]=3)[C:48]([NH:50][CH3:51])=[O:49])[C:40]2=[O:55])=[N:36][C:35]=1[CH3:56])(=O)[CH3:32].COC(OC)([N:61](C)C)C.O.NN>>[CH3:51][NH:50][C:48](=[O:49])[C:47]1[CH:52]=[CH:53][CH:54]=[C:45]([CH2:44][N:41]2[CH2:42][CH2:43][N:39]([C:37]3[S:38][C:34]([C:31]4[NH:61][N:6]=[C:5]([CH3:4])[CH:32]=4)=[C:35]([CH3:56])[N:36]=3)[C:40]2=[O:55])[CH:46]=1 |f:3.4|. The yield is 54.0%. Procedure details: Following the procedure as described in Example 40, making variations as required to replace 1-(5-acetyl-4-methylthiazol-2-yl)-3-(4-(piperidine-1-carbonyl)benzyl)imidazolidin-2-one with 3-((3-(5-acetyl-4-methylthiazol-2-yl)-2-oxoimidazolidin-1-yl)methyl)-N-methylbenzamide to react with N,N-dimethylacetamide dimethyl acetal and further with hydrazine monohydrate, the title compound was obtained as a colorless solid in 54% yield: nip 259-261° C. (ethyl acetate); 1H NMR (300 MHz, DMSO-d6) δ 7.73-7.... Yields the product CNC(C1=CC(=CC=C1)CN1C(N(CC1)C=1SC(=C(N1)C)C1=CC(=NN1)C)=O)=O (N-methyl-3-((3-(4-methyl-5-(3-methyl-1H-pyrazol-5-yl)thiazol-2-yl)-2-oxoimidazolidin-1-yl)methyl)benzamide). Reactants: C(C)(=O)C1=C(N=C(S1)N1C(N(CC1)CC1=CC=C(C=C1)C(=O)N1CCCCC1)=O)C (1-(5-acetyl-4-methylthiazol-2-yl)-3-(4-(piperidine-1-carbonyl)benzyl)imidazolidin-2-one), C(C)(=O)C1=C(N=C(S1)N1C(N(CC1)CC=1C=C(C(=O)NC)C=CC1)=O)C (3-((3-(5-acetyl-4-methylthiazol-2-yl)-2-oxoimidazolidin-1-yl)methyl)-N-methylbenzamide), COC(C)(N(C)C)OC (N,N-dimethylacetamide dimethyl acetal), O.NN (hydrazine monohydrate).